This data is from the Open Reaction Database (ORD), a public repository of structured organic reaction records. The task is: describe an organic reaction: reactants, conditions, products, and yield Starting materials: ClCCCl, C1COCCN1, CCOC(C)=O, Cc1cc(C=O)[nH]c1C(=O)O, CN(C)C=O, On1nnc2ccccc21. The product is Cc1cc(C=O)[nH]c1C(=O)N1CCOCC1. RXN SMILES: [CH2:22]([Cl:23])[CH2:24][Cl:25].[CH2:26]1[CH2:27][O:28][CH2:29][CH2:30][NH:31]1.[CH3:37][CH2:38][O:39][C:40](=[O:41])[CH3:42].[CH:1](=[O:2])[c:3]1[cH:4][c:5]([CH3:11])[c:6]([C:8](=[O:9])[OH:10])[nH:7]1.[O:32]=[CH:33][N:34]([CH3:35])[CH3:36].[OH:12][n:13]1[c:14]2[c:15]([cH:16][cH:17][cH:18][cH:19]2)[n:20][n:21]1>>[CH:1](=[O:2])[c:3]1[cH:4][c:5]([CH3:11])[c:6]([C:8](=[O:10])[N:31]2[CH2:26][CH2:27][O:28][CH2:29][CH2:30]2)[nH:7]1. The reactants are CN=C=O (methyl isocyanate), OC=1C=NC2=CC=CC=C2C1 (3-hydroxyquinoline). Run in C(Cl)Cl (methylene chloride). The product is CNC(=O)OC=1C=NC2=CC=CC=C2C1 (3-(methylaminocarbonyloxy)quinoline). As a reaction SMILES: [CH3:1][N:2]=[C:3]=[O:4].[OH:5][C:6]1[CH:7]=[N:8][C:9]2[C:14]([CH:15]=1)=[CH:13][CH:12]=[CH:11][CH:10]=2>C(Cl)Cl>[CH3:1][NH:2][C:3]([O:5][C:6]1[CH:7]=[N:8][C:9]2[C:14]([CH:15]=1)=[CH:13][CH:12]=[CH:11][CH:10]=2)=[O:4]. Procedure: 0.98 ml of methyl isocyanate is added to a suspension of 1.0 g of 3-hydroxyquinoline in 8 ml of methylene chloride and the reaction mixture is heated under reflux for 5 h. Purification by chromatography over 50 g silica gel (mobile phase J) gives 3-(methylaminocarbonyloxy)quinoline as a solid: Rf (L)=0.26. As a reaction SMILES: [C:1]([C:4]1[CH:9]=[CH:8][N:7]=[CH:6][CH:5]=1)(=[O:3])[CH3:2].[C:10]([O:14][C:15]([N:17]1[CH2:22][CH2:21][CH:20]([O:23][CH2:24][C:25](O)=[O:26])[CH2:19][CH2:18]1)=[O:16])([CH3:13])([CH3:12])[CH3:11]>>[C:10]([O:14][C:15]([N:17]1[CH2:18][CH2:19][CH:20]([O:23][CH2:24][C:25](=[O:26])[CH2:2][C:1](=[O:3])[C:4]2[CH:9]=[CH:8][N:7]=[CH:6][CH:5]=2)[CH2:21][CH2:22]1)=[O:16])([CH3:13])([CH3:12])[CH3:11]. The product is C(C)(C)(C)OC(=O)N1CCC(CC1)OCC(CC(C1=CC=NC=C1)=O)=O (4-(2,4-Dioxo-4-pyridin-4-ylbutoxy)piperidine-1-carboxylic acid tert-butyl ester). The reactants are C(C)(=O)C1=CC=NC=C1 (4-acetylpyridine), C(C)(C)(C)OC(=O)N1CCC(CC1)OCC(=O)O (4-carboxymethoxypiperidine-1-carboxylic acid tert-butyl ester). Reported procedure: Condensation of 4-acetylpyridine with 4-carboxymethoxypiperidine-1-carboxylic acid tert-butyl ester (Preparation 1), employing the protocol described in Preparation 22, afforded the title compound: m/z (ES+)=263.2 [M-Boc+H]+. Reactants: INTERMEDIATE 3, CC1=C(C=CC=2C(OCC21)=O)[C@H]2OC2 (4-methyl-5-[(2R)-oxiran-2-yl]-2-benzofuran-1 (3H)-one), CC1=C(C=CC=2C(OCC21)=O)[C@H]2OC2 (4-methyl-5-[(2R)-oxiran-2-yl]-2-benzofuran-1 (3H)-one), [C@H]12N(C[C@H](NC1)C2)C(=O)OC(C)(C)C (tert-butyl (1R,4R)-2,5-diazabicyclo[2.2.1]heptane-2-carboxylate). The product is [C@H]12N(C[C@H](NC1)C2)C[C@H](O)C2=C(C1=C(C(OC1)=O)C=C2)C (5-{(1R)-2-[(1R,4R)-2,5-Diazabicyclo[2.2.1]hept-2-yl]-1-hydroxyethyl}-4-methyl-2-benzofuran-1 (3H)-one). RXN SMILES: [CH3:1][C:2]1[C:10]2[CH2:9][O:8][C:7](=[O:11])[C:6]=2[CH:5]=[CH:4][C:3]=1[C@@H:12]1[CH2:14][O:13]1.[C@@H:15]12[CH2:21][C@@H:18]([NH:19][CH2:20]1)[CH2:17][N:16]2C(OC(C)(C)C)=O>>[C@@H:15]12[CH2:21][C@@H:18]([NH:19][CH2:20]1)[CH2:17][N:16]2[CH2:14][C@@H:12]([C:3]1[CH:4]=[CH:5][C:6]2[C:7](=[O:11])[O:8][CH2:9][C:10]=2[C:2]=1[CH3:1])[OH:13]. Procedure: 5-{(1R)-2-[(1R,4R)-2,5-Diazabicyclo[2.2.1]hept-2-yl]-1-hydroxyethyl}-4-methyl-2-benzofuran-1 (3H)-one was prepared in an analogous fashion as described for the synthesis of INTERMEDIATE 3 starting from 4-methyl-5-[(2R)-oxiran-2-yl]-2-benzofuran-1 (3H)-one (INTERMEDIATE 2) and commercially available tert-butyl (1R,4R)-2,5-diazabicyclo[2.2.1]heptane-2-carboxylate.